This data is from the Open Reaction Database (ORD), a public repository of structured organic reaction records. The task is: describe an organic reaction: reactants, conditions, products, and yield Reactants: Cl (hydrochloric acid), [OH-].[Na+] (NaOH), CO (methanol), C(C)OC(=O)C1=CC=C(S1)C1CCN(CC1)C(=O)OC(C)(C)C (tert-butyl 4-(5-(ethoxycarbonyl)thiophen-2-yl)piperidine-1-carboxylate). Run in O1CCCC1 (tetrahydrofuran), O (water). Run at time 8 hour. Yields the product C(C)(C)(C)OC(=O)N1CCC(CC1)C1=CC=C(S1)C(=O)O (5-(1-(tert-butoxycarbonyl)piperidin-4-yl)thiophene-2-carboxylic acid). RXN SMILES: C([O:3][C:4]([C:6]1[S:10][C:9]([CH:11]2[CH2:16][CH2:15][N:14]([C:17]([O:19][C:20]([CH3:23])([CH3:22])[CH3:21])=[O:18])[CH2:13][CH2:12]2)=[CH:8][CH:7]=1)=[O:5])C.[OH-].[Na+].CO.Cl>O1CCCC1.O>[C:20]([O:19][C:17]([N:14]1[CH2:13][CH2:12][CH:11]([C:9]2[S:10][C:6]([C:4]([OH:5])=[O:3])=[CH:7][CH:8]=2)[CH2:16][CH2:15]1)=[O:18])([CH3:23])([CH3:21])[CH3:22] |f:1.2|. Procedure details: In a 250 mL round bottom flask was mixed tert-butyl 4-(5-(ethoxycarbonyl)thiophen-2-yl)piperidine-1-carboxylate (5.00 g, 14.73 mmol) in tetrahydrofuran (50 ml). Aqueous 4N NaOH (38.41 ml, 73.6 mmol) solution was added along with some methanol (10 ml) to get a single phase solution. The mixture was stirred overnight at room temperature. The solvents were removed to give a white slurry that was diluted with water and adjusted to pH of 5 with 1N aqueous hydrochloric acid. Filtration provided the ti... The reactants are CC(C)(C)OC(=O)n1cnc2c(I)cc(F)cc21, O=CO, Nc1cc(F)cc(I)c1N, [Na+], [OH-]. The product is Fc1cc(I)c2nc[nH]c2c1. RXN SMILES: [C:1]([O:2][C:3](=[O:4])[n:8]1[cH:9][n:10][c:11]2[c:12]1[cH:13][c:14]([F:18])[cH:15][c:16]2[I:17])([CH3:5])([CH3:6])[CH3:7].[CH:31]([OH:32])=[O:33].[F:19][c:20]1[cH:21][c:22]([NH2:23])[c:24]([NH2:25])[c:26]([I:27])[cH:28]1.[Na+:30].[OH-:29]>>[nH:8]1[cH:9][n:10][c:11]2[c:12]1[cH:13][c:14]([F:18])[cH:15][c:16]2[I:17]. Starting materials: solution, C[Li] (methyl lithium), ICCCCC (Iodopentane), BrC1=CC=C(C=C1)C(CC#C)O[Si](C)(C)C(C)(C)C (1-(p-bromophenyl)-1-(t-butyldimethylsiloxy)-3-butyne), CN(P(N(C)C)(N(C)C)=O)C (hexamethylphosphoric triamide). Run in C(C)OCC (diethyl ether), C1CCOC1 (THF). Reaction conditions: temperature -78 celsius, time 30 minute. Product: BrC1=CC=C(C=C1)C(CC#CCCCCC)O[Si](C)(C)C(C)(C)C (1-(p-bromophenyl)-1-(t-butyldimethylsiloxy)-3-nonyne). The yield is 58.1%. As a reaction SMILES: [Br:1][C:2]1[CH:7]=[CH:6][C:5]([CH:8]([O:12][Si:13]([C:16]([CH3:19])([CH3:18])[CH3:17])([CH3:15])[CH3:14])[CH2:9][C:10]#[CH:11])=[CH:4][CH:3]=1.C[Li].I[CH2:23][CH2:24][CH2:25][CH2:26][CH3:27].CN(C)P(=O)(N(C)C)N(C)C>C1COCC1.C(OCC)C>[Br:1][C:2]1[CH:3]=[CH:4][C:5]([CH:8]([O:12][Si:13]([C:16]([CH3:19])([CH3:18])[CH3:17])([CH3:15])[CH3:14])[CH2:9][C:10]#[C:11][CH2:23][CH2:24][CH2:25][CH2:26][CH3:27])=[CH:6][CH:7]=1. Procedure details: To 2.2 g (63 mmol) of the silylacetylene of Example 2 dissolved in 50 ml of dry THF and cooled to -78° C. under argon was added dropwise 5.6 ml (7.0 mmol) of a 1.25M solution of methyl lithium in diethyl ether. Upon addition, the reaction was warmed to -10° C. and stirred at -10° C. for 30 min. Iodopentane (1.2 ml, 9.0 mmol) was then added followed by 5.0 ml of hexamethylphosphoric triamide (HMPA) whereupon the reaction mixture was warmed to R.T. and stirred overnight. The reaction was quenched ... Reactants: [OH-].[Na+] (sodium hydroxide), CC1=C(C=CC(=C1)C)C=1C=2N(N=CC1)C(=C(N2)CC)C(=O)OC (methyl 8-(2,4-dimethylphenyl)-2-ethylimidazo[1,2-b]pyridazine-3-carboxylate), Cl (hydrochloric acid). Solvent: C(C)O (ethanol). The product is CC1=C(C=CC(=C1)C)C=1C=2N(N=CC1)C(=C(N2)CC)C(=O)O (8-(2,4-dimethylphenyl)-2-ethylimidazo[1,2-b]pyridazine-3-carboxylic acid), crude compound. As a reaction SMILES: [OH-].[Na+].[CH3:3][C:4]1[CH:9]=[C:8]([CH3:10])[CH:7]=[CH:6][C:5]=1[C:11]1[C:12]2[N:13]([C:17]([C:22]([O:24]C)=[O:23])=[C:18]([CH2:20][CH3:21])[N:19]=2)[N:14]=[CH:15][CH:16]=1.Cl>C(O)C>[CH3:3][C:4]1[CH:9]=[C:8]([CH3:10])[CH:7]=[CH:6][C:5]=1[C:11]1[C:12]2[N:13]([C:17]([C:22]([OH:24])=[O:23])=[C:18]([CH2:20][CH3:21])[N:19]=2)[N:14]=[CH:15][CH:16]=1 |f:0.1|. Reported procedure: A 5N aqueous sodium hydroxide solution (0.603 mL, 3.0 mmol) was added to a solution of methyl 8-(2,4-dimethylphenyl)-2-ethylimidazo[1,2-b]pyridazine-3-carboxylate (373 mg, 1.20 mmol) in ethanol (15 mL), and the mixture was heated under reflux for 1 hour. 5N hydrochloric acid (0.603 mL) was added thereto under ice-cooling and the solvent was evaporated, to give 8-(2,4-dimethylphenyl)-2-ethylimidazo[1,2-b]pyridazine-3-carboxylic acid as a crude compound. Reactants: [BH-](OC(=O)C)(OC(=O)C)OC(=O)C.[Na+] (NaB(OAc)3H), C(C)OC(C[C@@H](C=1C=NC=CC1)NC(CN1C(C(=CC=C1C)N)=O)=O)=O (3-(2-{6-methyl-2-oxo-3-amino-2H-pyridin-1-yl}-acetylamino)-3(S)-pyridin-3-yl-propionic acid ethyl ester), N1=C(C=CC=2CCCNC12)C=O (5,6,7,8-tetrahydro-[1,8]naphthyridine-2-carboxaldehyde), CC(=O)O (AcOH). The solvent is C(Cl)(Cl)Cl (CHCl3), CO (MeOH), CH2ClCH2Cl. Conditions: time 48 hour. The product is C(C)OC(C[C@@H](C=1C=NC=CC1)NC(CN1C(C(=CC=C1C)NCC1=NC=2NCCCC2C=C1)=O)=O)=O (3-(2-{6-methyl-2-oxo-3-[(5,6,7,8-tetrahydro-[1,8]naphthyridin-2-ylmethyl)-amino]-2H-pyridin-1-yl}-acetylamino)-3(S)-pyridin-3-yl-propionic acid ethyl ester). Reaction SMILES: [CH2:1]([O:3][C:4](=[O:26])[CH2:5][C@H:6]([NH:13][C:14](=[O:25])[CH2:15][N:16]1[C:21]([CH3:22])=[CH:20][CH:19]=[C:18]([NH2:23])[C:17]1=[O:24])[C:7]1[CH:8]=[N:9][CH:10]=[CH:11][CH:12]=1)[CH3:2].[N:27]1[C:36]2[NH:35][CH2:34][CH2:33][CH2:32][C:31]=2[CH:30]=[CH:29][C:28]=1[CH:37]=O.CC(O)=O.[BH-](OC(C)=O)(OC(C)=O)OC(C)=O.[Na+]>C(Cl)(Cl)Cl.CO>[CH2:1]([O:3][C:4](=[O:26])[CH2:5][C@H:6]([NH:13][C:14](=[O:25])[CH2:15][N:16]1[C:21]([CH3:22])=[CH:20][CH:19]=[C:18]([NH:23][CH2:37][C:28]2[CH:29]=[CH:30][C:31]3[CH2:32][CH2:33][CH2:34][NH:35][C:36]=3[N:27]=2)[C:17]1=[O:24])[C:7]1[CH:8]=[N:9][CH:10]=[CH:11][CH:12]=1)[CH3:2] |f:3.4|. Procedure: To a solution of the amine 16-6 (155 mg, 0.433 mmol), the aldehyde 14-3 (70 mg, 0.433 mmol) in CH2ClCH2Cl was added crushed 4 Å seives, AcOH (20 μL) and then NaB(OAc)3H (184 mg, 0.866 mmol). After stirring for 48 hours, the mixture was filtered through celite, poured into EtOAc and washed with saturated NaHCO3 then brine. The dried (MgSO4) solution was concentrated in vacuo to give a foam type solid. Column chromatography (5% MeOH in CHCl3) afforded the title compound 16-7 as a foam type solid. Reaction SMILES: [CH3:17][c:18]1[cH:19][cH:20][cH:21][cH:22][cH:23]1.[OH:1][C:2]1([C:12](=[O:13])[O:14][CH2:15][CH3:16])[CH2:3][CH2:4][S:5][c:6]2[c:7]1[cH:8][cH:9][cH:10][cH:11]2>>[C:2]1([C:12](=[O:13])[O:14][CH2:15][CH3:16])=[CH:3][CH2:4][S:5][c:6]2[c:7]1[cH:8][cH:9][cH:10][cH:11]2. The reactants are Cc1ccccc1, CCOC(=O)C1(O)CCSc2ccccc21. The product is CCOC(=O)C1=CCSc2ccccc21. Reactants: CC(C)CC(NC(=O)OC(C)(C)C)C(=O)O, CCC1CC2C3CCC4=CC(=O)CCC4C3CCC2(C)C1OC(=O)CBr, CC(C)(C)[O-], CC(C)=O, [K+], O. The product is CCC1CC2C3CCC4=CC(=O)CCC4C3CCC2(C)C1OC(=O)COC(=O)C(CC(C)C)NC(=O)OC(C)(C)C. As a reaction SMILES: [C:1]([CH3:2])([CH3:3])([CH3:4])[O:5][C:6](=[O:7])[NH:8][CH:9]([CH2:10][CH:11]([CH3:12])[CH3:13])[C:14](=[O:15])[OH:16].[CH2:24]([CH3:25])[CH:26]1[CH:27]([O:45][C:46]([CH2:47][Br:48])=[O:49])[C:28]2([CH3:29])[CH:30]([CH2:31]1)[CH:32]1[CH2:33][CH2:34][C:35]3=[CH:36][C:37](=[O:44])[CH2:38][CH2:39][CH:40]3[CH:41]1[CH2:42][CH2:43]2.[CH3:17][C:18]([CH3:19])([O-:20])[CH3:21].[CH3:50][C:51](=[O:52])[CH3:53].[K+:22].[OH2:23]>>[C:1]([CH3:2])([CH3:3])([CH3:4])[O:5][C:6](=[O:7])[NH:8][CH:9]([CH2:10][CH:11]([CH3:12])[CH3:13])[C:14]([O:15][CH2:47][C:46]([O:45][CH:27]1[CH:26]([CH2:24][CH3:25])[CH2:31][CH:30]2[C:28]1([CH3:29])[CH2:43][CH2:42][CH:41]1[CH:32]2[CH2:33][CH2:34][C:35]2=[CH:36][C:37](=[O:44])[CH2:38][CH2:39][CH:40]21)=[O:49])=[O:16]. Starting materials: C(C)(C)C1=C(NC(NC1=O)=O)OC=1C=C(C#N)C=C(C1)C (3-(5-Isopropyl-2,6-dioxo-1,2,3,6-tetrahydro-pyrimidin-4-yloxy)-5-methyl-benzonitrile), C([O-])([O-])=O.[K+].[K+] (potassium carbonate), [I-].[Li+] (lithium iodide), ClCC1=CC(=NC=C1)N1C(C2=CC=CC=C2C1=O)=O (2-(4-Chloromethyl-pyridin-2-yl)-isoindole-1,3-dione), CN(C)C=O (DMF). Reaction conditions: time 8 hour. Yields the product O=C1N(C(C2=CC=CC=C12)=O)C1=NC=CC(=C1)CN1C(NC(C(=C1C(=O)C=1C=C(C#N)C=C(C1)C)C(C)C)=O)=O (3-{3-[2-(1,3-Dioxo-1,3-dihydro-isoindol-2-yl)-pyridin-4-ylmethyl]-5-isopropyl-2,6-dioxo-1,2,3,6-tetrahydro-pyrimidine-4-carbonyl}-5-methyl-benzonitrile). Yield: 41.0%. As a reaction SMILES: [CH:1]([C:4]1[C:9](=[O:10])[NH:8][C:7](=[O:11])[NH:6][C:5]=1OC1C=C(C=C(C)C=1)C#N)([CH3:3])[CH3:2].[C:22](=[O:25])([O-])[O-].[K+].[K+].[I-].[Li+].Cl[CH2:31][C:32]1[CH:37]=[CH:36][N:35]=[C:34]([N:38]2[C:46](=[O:47])[C:45]3[C:40](=[CH:41][CH:42]=[CH:43][CH:44]=3)[C:39]2=[O:48])[CH:33]=1.C[N:50]([CH:52]=O)C>>[O:48]=[C:39]1[C:40]2[C:45](=[CH:44][CH:43]=[CH:42][CH:41]=2)[C:46](=[O:47])[N:38]1[C:34]1[CH:33]=[C:32]([CH2:31][N:6]2[C:5]([C:22]([C:44]3[CH:43]=[C:42]([CH:41]=[C:40]([CH3:39])[CH:45]=3)[C:52]#[N:50])=[O:25])=[C:4]([CH:1]([CH3:2])[CH3:3])[C:9](=[O:10])[NH:8][C:7]2=[O:11])[CH:37]=[CH:36][N:35]=1 |f:1.2.3,4.5|. Procedure details: To a stirred solution of (73) (297 mg, 1 mmol), anhydrous powdered potassium carbonate (134 mg, 1 mmol), and lithium iodide (134 mg, 1 mmol) in DMF (5 ml) at room temperature, was added 2-(4-Chloromethyl-pyridin-2-yl)-isoindole-1,3-dione (272 mg, 1 mmol). After stirring for overnight, the mixture was evaporated in vacuo and the residue was purified by silica gel column chromatography (eluent, EA:hexanes (1:1); Rf˜0.2 fraction was collected.) to afford 205 mg (41%) of a white solid. Yields the product BrC=1C=C(C=C(C1)C1=CC(=CC=C1)C1=CC=CC2=C1SC1=C2C=CC=C1)[Si](C1=CC=CC=C1)(C1=CC=CC=C1)C1=CC=CC=C1 ((5-bromo-3′-(dibenzo[b,d]thiophen-4-yl)-[1,1′-biphenyl]-3-yl)triphenylsilane). Procedure details: A solution of 2-(3-(dibenzo[b,d]thiophen-4-yl)phenyl)-4,4,5,5-tetramethyl-1,3,2-dioxaborolane (2.00 g, 5.18 mmol), (3,5-dibromophenyl)triphenylsilane (5.12 g, 10.35 mmol), Pd(PPh3)4 (0.120 g, 0.104 mmol), K2CO3 (2.147 g, 15.53 mmol) in toluene (100 mL) and water (20 mL) was refluxed under nitrogen overnight. After cooling to room temperature, the organic phase was isolated, and the solvent was evaporated. The residue was purified by column chromatography on silica gel with hexane/DCM (2/1 v/v) a... Run in C1(=CC=CC=C1)C (toluene), O (water). The reagents and catalysts are C=1C=CC(=CC1)[P](C=2C=CC=CC2)(C=3C=CC=CC3)[Pd]([P](C=4C=CC=CC4)(C=5C=CC=CC5)C=6C=CC=CC6)([P](C=7C=CC=CC7)(C=8C=CC=CC8)C=9C=CC=CC9)[P](C=1C=CC=CC1)(C=1C=CC=CC1)C=1C=CC=CC1 (Pd(PPh3)4). Isolated yield 80.2%. RXN SMILES: [CH:1]1[C:9]2[C:8]3[CH:10]=[CH:11][CH:12]=[CH:13][C:7]=3[S:6][C:5]=2[C:4]([C:14]2[CH:15]=[C:16](B3OC(C)(C)C(C)(C)O3)[CH:17]=[CH:18][CH:19]=2)=[CH:3][CH:2]=1.[Br:29][C:30]1[CH:31]=[C:32]([Si:37]([C:50]2[CH:55]=[CH:54][CH:53]=[CH:52][CH:51]=2)([C:44]2[CH:49]=[CH:48][CH:47]=[CH:46][CH:45]=2)[C:38]2[CH:43]=[CH:42][CH:41]=[CH:40][CH:39]=2)[CH:33]=[C:34](Br)[CH:35]=1.C([O-])([O-])=O.[K+].[K+]>C1(C)C=CC=CC=1.O.C1C=CC([P]([Pd]([P](C2C=CC=CC=2)(C2C=CC=CC=2)C2C=CC=CC=2)([P](C2C=CC=CC=2)(C2C=CC=CC=2)C2C=CC=CC=2)[P](C2C=CC=CC=2)(C2C=CC=CC=2)C2C=CC=CC=2)(C2C=CC=CC=2)C2C=CC=CC=2)=CC=1>[Br:29][C:30]1[CH:31]=[C:32]([Si:37]([C:50]2[CH:51]=[CH:52][CH:53]=[CH:54][CH:55]=2)([C:38]2[CH:39]=[CH:40][CH:41]=[CH:42][CH:43]=2)[C:44]2[CH:49]=[CH:48][CH:47]=[CH:46][CH:45]=2)[CH:33]=[C:34]([C:16]2[CH:17]=[CH:18][CH:19]=[C:14]([C:4]3[C:5]4[S:6][C:7]5[CH:13]=[CH:12][CH:11]=[CH:10][C:8]=5[C:9]=4[CH:1]=[CH:2][CH:3]=3)[CH:15]=2)[CH:35]=1 |f:2.3.4,^1:73,75,94,113|. Reactants: C1=CC=C(C=2SC3=C(C21)C=CC=C3)C=3C=C(C=CC3)B3OC(C(O3)(C)C)(C)C (2-(3-(dibenzo[b,d]thiophen-4-yl)phenyl)-4,4,5,5-tetramethyl-1,3,2-dioxaborolane), BrC=1C=C(C=C(C1)Br)[Si](C1=CC=CC=C1)(C1=CC=CC=C1)C1=CC=CC=C1 ((3,5-dibromophenyl)triphenylsilane), C(=O)([O-])[O-].[K+].[K+] (K2CO3). The reactants are CCOP(=O)(Cc1csc(C2(C)CCCCC2)n1)OCC, CC(C)(C)[O-], [Cl-], Cn1nc(Cl)c(C(=O)O)c1Cl, [K+], C1CCOC1, O. Reaction SMILES: [CH3:13][C:14]1([c:20]2[s:21][cH:22][c:23]([CH2:25][P:26]([O:27][CH2:28][CH3:29])([O:30][CH2:31][CH3:32])=[O:33])[n:24]2)[CH2:15][CH2:16][CH2:17][CH2:18][CH2:19]1.[CH3:34][C:35]([CH3:36])([O-:37])[CH3:38].[Cl-:1].[Cl:2][c:3]1[n:4][n:5]([CH3:12])[c:6]([Cl:11])[c:7]1[C:8](=[O:9])[OH:10].[K+:39].[O:41]1[CH2:42][CH2:43][CH2:44][CH2:45]1.[OH2:40]>>[Cl:2][c:3]1[n:4][n:5]([CH3:12])[c:6]([Cl:11])[c:7]1[C:8](=[O:9])[CH:25]([c:23]1[cH:22][s:21][c:20]([C:14]2([CH3:13])[CH2:15][CH2:16][CH2:17][CH2:18][CH2:19]2)[n:24]1)[P:26]([O:27][CH2:28][CH3:29])([O:30][CH2:31][CH3:32])=[O:33]. Yields the product CCOP(=O)(OCC)C(C(=O)c1c(Cl)nn(C)c1Cl)c1csc(C2(C)CCCCC2)n1.